Dataset: the Open Reaction Database (ORD), a public repository of structured organic reaction records. Task: describe an organic reaction: reactants, conditions, products, and yield Reactants: ClC(C(=O)C1=CC=C2CN(C3=C(CN21)C=CC=C3)C(=O)C3=CC(=C(C=C3)C3=C(C=CC=C3)C)OC)(Cl)Cl (2,2,2-Trichloro-1-{10-[(2-methoxy-2′-methyl-1,1′-biphenyl-4-yl)carbonyl]-10,11-dihydro-5H-pyrrolo[2,1-c][1,4]benzodiazepin-3-yl}ethanone), O1COC2=C1C=CC(=C2)CCN (2-benzo[1,3]dioxol-5-yl-ethylamine). The product is O1COC2=C1C=CC(=C2)CCNC(=O)C2=CC=C1CN(C3=C(CN12)C=CC=C3)C(=O)C3=CC(=C(C=C3)C3=C(C=CC=C3)C)OC (N-[2-(1,3-BENZODIOXOL-5-YL)ETHYL]-10-[(2-METHOXY-2′-METHYL-1,1′-BIPHENYL-4-YL)CARBONYL]-10,11-DIHYDRO-5H-PYRROLO[2,1-C][1,4]BENZODIAZEPINE-3-CARBOXAMIDE). As a reaction SMILES: ClC(Cl)(Cl)[C:3]([C:5]1[N:14]2[C:8]([CH2:9][N:10]([C:19]([C:21]3[CH:26]=[CH:25][C:24]([C:27]4[CH:32]=[CH:31][CH:30]=[CH:29][C:28]=4[CH3:33])=[C:23]([O:34][CH3:35])[CH:22]=3)=[O:20])[C:11]3[CH:18]=[CH:17][CH:16]=[CH:15][C:12]=3[CH2:13]2)=[CH:7][CH:6]=1)=[O:4].[O:38]1[C:42]2[CH:43]=[CH:44][C:45]([CH2:47][CH2:48][NH2:49])=[CH:46][C:41]=2[O:40][CH2:39]1>>[O:38]1[C:42]2[CH:43]=[CH:44][C:45]([CH2:47][CH2:48][NH:49][C:3]([C:5]3[N:14]4[C:8]([CH2:9][N:10]([C:19]([C:21]5[CH:26]=[CH:25][C:24]([C:27]6[CH:32]=[CH:31][CH:30]=[CH:29][C:28]=6[CH3:33])=[C:23]([O:34][CH3:35])[CH:22]=5)=[O:20])[C:11]5[CH:18]=[CH:17][CH:16]=[CH:15][C:12]=5[CH2:13]4)=[CH:7][CH:6]=3)=[O:4])=[CH:46][C:41]=2[O:40][CH2:39]1. Reported procedure: The title compound was prepared in the manner of Example 36 from 2,2,2-trichloro-1-{10-[(2-methoxy-2′-methyl-1,1′-biphenyl-4-yl)carbonyl]-10,11-dihydro-5H-pyrrolo[2,1-c][1,4]benzodiazepin-3-yl}ethanone of Example 35 and 2-benzo[1,3]dioxol-5-yl-ethylamine. Purification was performed using HPLC with a normal phase column. Elution with a two phase solvent system (A=hexane, B=dichloromethane/methanol, 4:1) gave the title compound in 75% yield, m.p. 178-179° C.; MS [(+)ESI, m/z]: 600 [M+H]+ Starting materials: CCOC(=O)CCNC, Cc1ccccc1, CCOC(=O)c1cc2cc(F)c(F)cc2nc1Cl, [Na+], [Na+], O=C([O-])[O-]. Product: CCOC(=O)CCN(C)c1nc2cc(F)c(F)cc2cc1C(=O)OCC. Reaction SMILES: [CH3:25][NH:26][CH2:27][CH2:28][C:29](=[O:30])[O:31][CH2:32][CH3:33].[CH3:34][c:35]1[cH:36][cH:37][cH:38][cH:39][cH:40]1.[Cl:7][c:8]1[n:9][c:10]2[cH:11][c:12]([F:24])[c:13]([F:23])[cH:14][c:15]2[cH:16][c:17]1[C:18](=[O:19])[O:20][CH2:21][CH3:22].[Na+:1].[Na+:2].[O-:3][C:4](=[O:5])[O-:6]>>[c:8]1([N:26]([CH3:25])[CH2:27][CH2:28][C:29](=[O:30])[O:31][CH2:32][CH3:33])[n:9][c:10]2[cH:11][c:12]([F:24])[c:13]([F:23])[cH:14][c:15]2[cH:16][c:17]1[C:18](=[O:19])[O:20][CH2:21][CH3:22]. The solvent is C(C)(=O)OCC (ethyl acetate), C1(=CC=CC=C1)C (toluene). Yields the product BrC=1C=C2C\C(\C(C2=CC1OC)=O)=C/C1=CC(=CC=C1)C(F)(F)F ((E)-5-bromo-6-methoxy-2-(3-(trifluoromethyl)benzylidene)-2,3-dihydro-1H-inden-1-one). Conditions: temperature 120 celsius, time 6 hour. Starting materials: BrC=1C=C2CCC(C2=CC1OC)=O (5-bromo-6-methoxy-2,3-dihydro-1H-inden-1-one), FC(C=1C=C(C=O)C=CC1)(F)F (3-(trifluoromethyl)benzaldehyde), CC=1C=CC(=CC1)S(=O)(=O)O (PTSA). Reported procedure: To a solution of 11 (200 mg, 0.829 mmol) in toluene was added 3-(trifluoromethyl)benzaldehyde 99 (158.86 mg, 0.9128 mmol). PTSA (285.5 mg, 172.20 mmol) was added to the reaction mass, then stirred at 120° C. for 6 h, diluted with ethyl acetate and washed with water (3×25 mL). The organic layer was dried over sodium sulphate and concentrated to get the crude compound 152 which was purified through flash chromatography by using 100-200 mesh silica gel. The compound (E)-5-bromo-6-methoxy-2-(3-(trif... RXN SMILES: [Br:1][C:2]1[CH:3]=[C:4]2[C:8](=[CH:9][C:10]=1[O:11][CH3:12])[C:7](=[O:13])[CH2:6][CH2:5]2.[F:14][C:15]([F:25])([F:24])[C:16]1[CH:17]=[C:18]([CH:21]=[CH:22][CH:23]=1)[CH:19]=O.CC1C=CC(S(O)(=O)=O)=CC=1>C1(C)C=CC=CC=1.C(OCC)(=O)C>[Br:1][C:2]1[CH:3]=[C:4]2[C:8](=[CH:9][C:10]=1[O:11][CH3:12])[C:7](=[O:13])/[C:6](=[CH:19]/[C:18]1[CH:21]=[CH:22][CH:23]=[C:16]([C:15]([F:14])([F:24])[F:25])[CH:17]=1)/[CH2:5]2. As a reaction SMILES: [CH2:1]([O:3][C:4](=[O:19])[CH2:5][C:6]1[CH:11]=[CH:10][C:9]([O:12][CH2:13][CH2:14][CH2:15]Cl)=[C:8]([O:17][CH3:18])[CH:7]=1)[CH3:2].[C:20]1(=[O:30])[NH:24][C:23](=[O:25])[C:22]2=[CH:26][CH:27]=[CH:28][CH:29]=[C:21]12.[K]>CN(C)C=O>[CH2:1]([O:3][C:4](=[O:19])[CH2:5][C:6]1[CH:11]=[CH:10][C:9]([O:12][CH2:13][CH2:14][CH2:15][N:24]2[C:20](=[O:30])[C:21]3[C:22](=[CH:26][CH:27]=[CH:28][CH:29]=3)[C:23]2=[O:25])=[C:8]([O:17][CH3:18])[CH:7]=1)[CH3:2] |f:1.2,^1:30|. Solvent: CN(C=O)C (dimethylformamide). Reactants: C(C)OC(CC1=CC(=C(C=C1)OCCCCl)OC)=O (4-(3-chloropropoxy)-3-methoxybenzeneacetic acid ethyl ester), C1(C=2C(C(N1)=O)=CC=CC2)=O.[K] (potassium phthalimide). Isolated yield 93.3%. Reported procedure: A mixture of 40.5 g (0.141 mole) of 4-(3-chloropropoxy)-3-methoxybenzeneacetic acid ethyl ester and 27.2 g (0.144 mole) of potassium phthalimide (98%, Aldrich) in 300 mL of dimethylformamide was stirred and heated at reflux for 5 h, then was stirred at ambient temperature overnight. The solvent was evaporated under reduced pressure to give 52.3 g (93%) of a gummy residue which solidified upon standing. An analytical sample, mp 70°-72° C., was prepared from ethyl ether-petroleum ether (30°-60° C.... Product: C(C)OC(CC1=CC(=C(C=C1)OCCCN1C(C2=CC=CC=C2C1=O)=O)OC)=O (4-[3-(1,3-Dihydro-1,3-dioxo-2H-isoindol-2-yl)propoxy]-3-methoxybenzeneacetic acid ethyl ester).